describe an organic reaction: reactants, conditions, products, and yield From a dataset of the Open Reaction Database (ORD), a public repository of structured organic reaction records. The reactants are CCOC(=O)C1Cn2c(nc3c(cnn3C)c2=O)S1, [Li+], C1COCCO1, [OH-], O. The product is Cn1ncc2c(=O)n3c(nc21)SC(C(=O)O)C3. As a reaction SMILES: [CH2:1]([CH3:2])[O:3][C:4](=[O:5])[CH:6]1[CH2:7][n:8]2[c:9]([n:10][c:11]3[c:12]([c:13]2=[O:14])[cH:15][n:16][n:17]3[CH3:18])[S:19]1.[Li+:20].[O:22]1[CH2:23][CH2:24][O:25][CH2:26][CH2:27]1.[OH-:21].[OH2:28]>>[O:3]=[C:4]([OH:5])[CH:6]1[CH2:7][n:8]2[c:9]([n:10][c:11]3[c:12]([c:13]2=[O:14])[cH:15][n:16][n:17]3[CH3:18])[S:19]1. Starting materials: ClC=1C=[N+](C=C(C1C[C@@H](C1=CC(=C(C=C1)OC)OC)OC(=O)C=1SC(=CC1)CCO[Si](C)(C)C(C)(C)C)Cl)[O-] ([(1S)-2-(3,5-dichloro-1-oxido-pyridin-1-ium-4-yl)-1-(3,4-dimethoxyphenyl)ethyl]5-[2-[tert-butyl(dimethyl)silyl]oxyethyl]thiophene-2-carboxylate). Solvent: N1=CC=CC=C1 (pyridine), N1=CC=CC=C1 (pyridine). Run at time 3 hour. The product is ClC=1C=[N+](C=C(C1C[C@@H](C1=CC(=C(C=C1)OC)OC)OC(=O)C=1SC(=CC1)CCO)Cl)[O-] ([(1S)-2-(3,5-dichloro-1-oxido-pyridin-1-ium-4-yl)-1-(3,4-dimethoxyphenyl)ethyl]5-(2-hydroxyethyl)thiophene-2-carboxylate). Yield: 99.7%. As a reaction SMILES: [Cl:1][C:2]1[CH:3]=[N+:4]([O-:39])[CH:5]=[C:6]([Cl:38])[C:7]=1[CH2:8][C@H:9]([O:20][C:21]([C:23]1[S:24][C:25]([CH2:28][CH2:29][O:30][Si](C(C)(C)C)(C)C)=[CH:26][CH:27]=1)=[O:22])[C:10]1[CH:15]=[CH:14][C:13]([O:16][CH3:17])=[C:12]([O:18][CH3:19])[CH:11]=1>N1C=CC=CC=1>[Cl:38][C:6]1[CH:5]=[N+:4]([O-:39])[CH:3]=[C:2]([Cl:1])[C:7]=1[CH2:8][C@H:9]([O:20][C:21]([C:23]1[S:24][C:25]([CH2:28][CH2:29][OH:30])=[CH:26][CH:27]=1)=[O:22])[C:10]1[CH:15]=[CH:14][C:13]([O:16][CH3:17])=[C:12]([O:18][CH3:19])[CH:11]=1. Procedure details: To a solution of [(1S)-2-(3,5-dichloro-1-oxido-pyridin-1-ium-4-yl)-1-(3,4-dimethoxyphenyl)ethyl]5-[2-[tert-butyl(dimethyl)silyl]oxyethyl]thiophene-2-carboxylate (400 mg, 0.65 mmol) in pyridine (6 mL) was added HF.pyridine (0.88 ml) dropwise and the mixture was allowed to stir at room temperature for 3 h. The mixture was cooled to 0° C. and quenched with saturated aqueous sodium bicarbonate solution (10 mL). The mixture was extracted with ethyl acetate (3×30 mL) and the combined organic fractions...